This data is from the Open Reaction Database (ORD), a public repository of structured organic reaction records. The task is: describe an organic reaction: reactants, conditions, products, and yield The reactants are [H-].[Na+] (sodium hydride), C(C)C1=NC2=CC(=C(C=C2C(=C1C)OC(=O)C1CC1)F)F (2-ethyl-3-methyl-4-cyclopropanecarbonyloxy-6,7-difluoroquinoline), C(C)C1=NC2=CC(=C(C=C2C(=C1C)OC(=O)C1CC1)F)F (2-ethyl-3-methyl-4-cyclopropanecarbonyloxy-6,7-difluoroquinoline), C(C)C1=NC2=CC=C(C(=C2C(=C1C)OC(=O)C1CC1)F)F (2-ethyl-3-methyl-4-cyclopropanecarbonyloxy-5,6-difluoroquinoline), C(C)C1=NC2=CC=C(C(=C2C(=C1C)OC(=O)C1CC1)F)F (2-ethyl-3-methyl-4-cyclopropanecarbonyloxy-5,6-difluoroquinoline), O (water). The solvent is CN(C=O)C (dimethyl formamide), CN(C=O)C (dimethyl formamide). Reaction conditions: time 1 hour. The product is CC1=NC2=CC=C(C(=C2C(=C1C)OC(C)=O)F)F (2,3-dimethyl-4-acetoxy-5,6-difluoroquinoline). The yield is 314.2%. RXN SMILES: [H-].[Na+].C(C1C(C)=C(OC(C2CC2)=O)C2C(=CC(F)=C(F)C=2)N=1)C.[CH2:24]([C:26]1[C:35]([CH3:36])=[C:34]([O:37][C:38]([CH:40]2CC2)=[O:39])[C:33]2[C:28](=[CH:29][CH:30]=[C:31]([F:44])[C:32]=2[F:43])[N:27]=1)C.O>CN(C)C=O>[CH3:24][C:26]1[C:35]([CH3:36])=[C:34]([O:37][C:38](=[O:39])[CH3:40])[C:33]2[C:28](=[CH:29][CH:30]=[C:31]([F:44])[C:32]=2[F:43])[N:27]=1 |f:0.1|. Reported procedure: 2,3-Dimethyl-4-cyclopropanecarbonyloxy-5,6-difluoroquinoline (1.5 g) prepared as described in Example 4 was dissolved in 15 ml of methanol. A 10% aqueous sodium hydroxide solution (15 ml) was added to the solution, and the mixture was stirred at 50° C. for 1.5 hr. The reaction mixture was allowed to stand for cooling, was then poured into 50 ml of water, and was neutralized with 1 N hydrochloric acid, and the precipitate was then collected by filtration to give 1.1 g of 2,3-dimethyl-4-hydroxy-5,... As a reaction SMILES: [CH2:1]([C:3]1[CH:11]=[C:10]2[C:6]([C:7]([CH3:14])([CH3:13])[CH2:8][C:9]2=[O:12])=[CH:5][CH:4]=1)[CH3:2].[CH3:15][CH:16](O)[CH:17]=[CH2:18].C1(C)C=CC(S(O)(=O)=O)=CC=1.O>COC(OC)(C)C>[CH2:15]([CH:8]1[C:7]([CH3:13])([CH3:14])[C:6]2[C:10](=[CH:11][C:3]([CH2:1][CH3:2])=[CH:4][CH:5]=2)[C:9]1=[O:12])[CH:16]=[CH:17][CH3:18]. Solvent: COC(C)(C)OC (2,2-dimethoxypropane). The yield is 70.0%. The product is C(C=CC)C1C(C2=CC(=CC=C2C1(C)C)CC)=O ((RS)-2-(2-buten-1-yl)-6-ethyl-3,3-dimethyl-1-indanone). Reported procedure: A solution of 9.1 g of 6-ethyl-3,3-dimethyl-1-indanone, 9.98 ml of 3-buten-2-ol and 250 mg of p-toluenesulfonic acid in 100 ml of 2,2-dimethoxypropane was boiled under reflux for 88 hours on a water separator filled with molecular sieve (0.4 nm, 2 mm pearl shaped). The reaction mixture was subsequently concentrated in a vacuum and purified by column chromatography on silica gel (hexane/diethyl ether 6:1). In addition to 2.0 g of educt, there were obtained 8.2 g (70%) of (RS)-2-(2-buten-1-yl)-6-e... Starting materials: C(C)C1=CC=C2C(CC(C2=C1)=O)(C)C (6-ethyl-3,3-dimethyl-1-indanone), O (water), CC(C=C)O (3-buten-2-ol), C1(=CC=C(C=C1)S(=O)(=O)O)C (p-toluenesulfonic acid). Reactants: CCOCC (ether), solution, Br (hydrogen bromide), C(C1=CC=CC=C1)OC(=O)NC1CSC2=C(NC1=O)C=CC=C2 (3-benzyloxycarbonylamino-2,3-dihydro-1,5-benzothiazepin-4(5H)-one). Run in C(C)(=O)O (acetic acid). Product: NC1CSC2=C(NC1=O)C=CC=C2 (3-amino-2,3-dihydro-1,5-benzothiazepin-4(5H)-one). As a reaction SMILES: Br.C(OC([NH:12][CH:13]1[C:19](=[O:20])[NH:18][C:17]2[CH:21]=[CH:22][CH:23]=[CH:24][C:16]=2[S:15][CH2:14]1)=O)C1C=CC=CC=1.CCOCC>C(O)(=O)C>[NH2:12][CH:13]1[C:19](=[O:20])[NH:18][C:17]2[CH:21]=[CH:22][CH:23]=[CH:24][C:16]=2[S:15][CH2:14]1. Procedure: 14 ml of a 25% solution of hydrogen bromide in acetic acid was added to 3.0 g of 3-benzyloxycarbonylamino-2,3-dihydro-1,5-benzothiazepin-4(5H)-one and the resulting mixture was stirred at room temperature for an hour. After the addition of ether, the precipitated crystals were separated by filtration to obtain 2.45 g of the hydrobroxide of the desired compound, or 3-amino-2,3-dihydro-1,5-benzothiazepin-4(5H)-one. Its melting point was 290° C. or above.